Dataset: the Open Reaction Database (ORD), a public repository of structured organic reaction records. Task: describe an organic reaction: reactants, conditions, products, and yield Reactants: CCN=C=NCCCN(C)C, CO, CN(C)c1ccncc1, Cl, Nc1cccc(Oc2ccc3nc(NC(=O)C4CC4)[nH]c3c2)c1, O=C(O)c1cccc(C(F)(F)F)c1, c1ccncc1. Yields the product O=C(Nc1cccc(Oc2ccc3nc(NC(=O)C4CC4)[nH]c3c2)c1)c1cccc(C(F)(F)F)c1. Reaction SMILES: [CH2:38]([N:39]=[C:40]=[N:41][CH2:42][CH2:43][CH2:44][N:45]([CH3:46])[CH3:47])[CH3:48].[CH3:49][OH:50].[CH3:57][N:58]([CH3:59])[c:60]1[cH:61][cH:62][n:63][cH:64][cH:65]1.[ClH:37].[NH2:1][c:2]1[cH:3][c:4]([O:5][c:6]2[cH:7][cH:8][c:9]3[c:10]([nH:11][c:12]([NH:14][C:15](=[O:16])[CH:17]4[CH2:18][CH2:19]4)[n:13]3)[cH:20]2)[cH:21][cH:22][cH:23]1.[OH:24][C:25](=[O:26])[c:27]1[cH:28][cH:29][cH:30][c:31]([C:33]([F:34])([F:35])[F:36])[cH:32]1.[cH:51]1[cH:52][cH:53][n:54][cH:55][cH:56]1>>[NH:1]([c:2]1[cH:3][c:4]([O:5][c:6]2[cH:7][cH:8][c:9]3[c:10]([nH:11][c:12]([NH:14][C:15](=[O:16])[CH:17]4[CH2:18][CH2:19]4)[n:13]3)[cH:20]2)[cH:21][cH:22][cH:23]1)[C:25](=[O:24])[c:27]1[cH:28][cH:29][cH:30][c:31]([C:33]([F:34])([F:35])[F:36])[cH:32]1. Starting materials: BrC=1C=2N(C=CC1)N=C(N2)Cl (8-bromo-2-chloro-[1,2,4]triazolo[1,5-a]pyridine), NCC=1C=C(C=CC1)N(S(=O)(=O)C)C (N-(3-aminomethyl-phenyl)-N-methyl-methanesulfonamide). Product: ClC1=NN2C(C(=CC=C2)NCC=2C=C(C=CC2)N(S(=O)(=O)C)C)=N1 (N-{3-[(2-Chloro-[1,2,4]triazolo[1,5-a]pyridin-8-ylamino)-methyl]-phenyl}-N-methyl-methanesulfonamide), resin. The yield is 28.0%. As a reaction SMILES: Br[C:2]1[C:3]2[N:4]([N:8]=[C:9]([Cl:11])[N:10]=2)[CH:5]=[CH:6][CH:7]=1.[NH2:12][CH2:13][C:14]1[CH:15]=[C:16]([N:20]([CH3:25])[S:21]([CH3:24])(=[O:23])=[O:22])[CH:17]=[CH:18][CH:19]=1>>[Cl:11][C:9]1[N:10]=[C:3]2[C:2]([NH:12][CH2:13][C:14]3[CH:15]=[C:16]([N:20]([CH3:25])[S:21]([CH3:24])(=[O:23])=[O:22])[CH:17]=[CH:18][CH:19]=3)=[CH:7][CH:6]=[CH:5][N:4]2[N:8]=1. Procedure details: 169 d) N-{3-[(2-Chloro-[1,2,4]triazolo[1,5-a]pyridin-8-ylamino)-methyl]-phenyl}-N-methyl-methanesulfonamide was prepared from 8-bromo-2-chloro-[1,2,4]triazolo[1,5-a]pyridine (184.0 mg, 0.7915 mmol) and N-(3-aminomethyl-phenyl)-N-methyl-methanesulfonamide (188.0 mg, 0.8773 mmol) in a manner analogous to Example 2d. Product isolated as a yellow resin (0.082 g, 28%). 1H NMR (400 MHz, CDCl3, δ, ppm): 7.89 (d, J=6.7 Hz, 1H), 7.42-7.36 (m, 2H), 7.33-7.29 (m, 2H), 6.85 (t, J=7.4 Hz, 1H), 6.39 (d, J=7.8...